From a dataset of the Open Reaction Database (ORD), a public repository of structured organic reaction records. describe an organic reaction: reactants, conditions, products, and yield Starting materials: CCN(C(C)C)C(C)C (DIPEA), C(#N)C1=CC=C(C[C@@]2(C(N(C=3N2C(=CN3)S(=O)(=O)N3[C@@H](CCC3)C(=O)O)C3=CC(=CC(=C3)Cl)Cl)=O)C)C=C1 ((S)-1-[(R)-5-(4-cyano-benzyl)-7-(3,5-dichloro-phenyl)-5-methyl-6-oxo-6,7-dihydro-5H-imidazo[1,2-α]imidazole-3-sulfonyl]-pyrrolidine-2-carboxylic acid), amines, CN(C)C(=[N+](C)C)ON1C2=C(C=CC=C2)N=N1.[B-](F)(F)(F)F (TBTU), FC(C(=O)O)(F)F (trifluoroacetic acid). Solvent: CCOC(=O)C (EtOAc), CN(C)C=O (DMF). Conditions: time 30 minute. Product: O=C1CC[C@@H](O1)CNC(=O)[C@H]1N(CCC1)S(=O)(=O)C1=CN=C2N1[C@](C(N2C2=CC(=CC(=C2)Cl)Cl)=O)(C)CC2=CC=C(C=C2)C#N ((S)-1-[(R)5-(4-cyano-benzyl)-7-(3,5-dichloro-phenyl)-5-methyl-6-oxo-6,7-dihydro-5H-imidazo[1,2-α]imidazole-3-sulfonyl]-pyrrolidine-2-carboxylic acid ((R)-5-oxo-tetrahydro-furan-2-ylmethyl)amide). Reaction SMILES: [C:1]([C:3]1[CH:38]=[CH:37][C:6]([CH2:7][C@@:8]2([CH3:36])[N:12]3[C:13]([S:16]([N:19]4[CH2:23][CH2:22][CH2:21][C@H:20]4[C:24](O)=[O:25])(=[O:18])=[O:17])=[CH:14][N:15]=[C:11]3[N:10]([C:27]3[CH:32]=[C:31]([Cl:33])[CH:30]=[C:29]([Cl:34])[CH:28]=3)[C:9]2=[O:35])=[CH:5][CH:4]=1)#[N:2].CN(C(O[N:47]1N=N[C:49]2[CH:50]=CC=C[C:48]1=2)=[N+](C)C)C.[B-](F)(F)(F)F.CCN(C(C)C)C(C)C.F[C:71](F)(F)[C:72]([OH:74])=[O:73]>CN(C=O)C.CCOC(C)=O>[O:73]=[C:72]1[O:74][C@@H:49]([CH2:48][NH:47][C:24]([C@@H:20]2[CH2:21][CH2:22][CH2:23][N:19]2[S:16]([C:13]2[N:12]3[C@@:8]([CH2:7][C:6]4[CH:5]=[CH:4][C:3]([C:1]#[N:2])=[CH:38][CH:37]=4)([CH3:36])[C:9](=[O:35])[N:10]([C:27]4[CH:32]=[C:31]([Cl:33])[CH:30]=[C:29]([Cl:34])[CH:28]=4)[C:11]3=[N:15][CH:14]=2)(=[O:18])=[O:17])=[O:25])[CH2:50][CH2:71]1 |f:1.2|. Procedure details: To a solution of (S)-1-[(R)-5-(4-cyano-benzyl)-7-(3,5-dichloro-phenyl)-5-methyl-6-oxo-6,7-dihydro-5H-imidazo[1,2-α]imidazole-3-sulfonyl]-pyrrolidine-2-carboxylic acid (see Example 5) (0.1 g, 0.174 mmol) in anhydrous DMF was added the above mixture of amines (0.030 g), followed by TBTU (0.084 g, 0.261 mmol) followed by DIPEA (0.075 mL, 0.435 mmol). The reaction mixture was stirred at room temperature for 30 min. The reaction mixture was then diluted with EtOAc and washed with water (x3), 1N HCl, ... Reactants: N1N=CN=C1 (1,2,4-triazole), ClC=1N=C(C2=C(N1)SC(=C2)[N+](=O)[O-])NCCC2=CC1=C(C=C2)OCO1 (2-chloro-6-nitro-4-(3,4-methylenedioxyphenethylamino)-thieno-[2,3-d]-pyrimidine). The product is N1(N=CN=C1)C=1N=C(C2=C(N1)SC(=C2)[N+](=O)[O-])NCCC2=CC1=C(C=C2)OCO1 (2-(1,2,4-triazol-1-yl)-6-nitro-4-(3,4-methylenedioxyphenethylamino)-thieno-[2,3-d]-pyrimidine). As a reaction SMILES: [NH:1]1[CH:5]=[N:4][CH:3]=[N:2]1.Cl[C:7]1[N:8]=[C:9]([NH:19][CH2:20][CH2:21][C:22]2[CH:27]=[CH:26][C:25]3[O:28][CH2:29][O:30][C:24]=3[CH:23]=2)[C:10]2[CH:15]=[C:14]([N+:16]([O-:18])=[O:17])[S:13][C:11]=2[N:12]=1>>[N:1]1([C:7]2[N:8]=[C:9]([NH:19][CH2:20][CH2:21][C:22]3[CH:27]=[CH:26][C:25]4[O:28][CH2:29][O:30][C:24]=4[CH:23]=3)[C:10]3[CH:15]=[C:14]([N+:16]([O-:18])=[O:17])[S:13][C:11]=3[N:12]=2)[CH:5]=[N:4][CH:3]=[N:2]1. Procedure: Following the procedure of Example 97, the reaction of 1,2,4-triazole with 2-chloro-6-nitro-4-(3,4-methylenedioxyphenethylamino)-thieno-[2,3-d]-pyrimidine gives 2-(1,2,4-triazol-1-yl)-6-nitro-4-(3,4-methylenedioxyphenethylamino)-thieno-[2,3-d]-pyrimidine.